This data is from the Open Reaction Database (ORD), a public repository of structured organic reaction records. The task is: describe an organic reaction: reactants, conditions, products, and yield Reactants: aldehyde, C(CCC)[Li] (n-butyl lithium), C(CC(=O)C)(=O)OC (methyl acetoacetate), [H-].[Na+] (NaH), FC1=C(C(=C(C(=C1C=O)F)F)F)F (pentafluorobenzaldehyde). Solvent: O1CCCC1 (tetrahydrofuran), CCCCCC (hexane). Conditions: temperature 0 celsius, time 10 minute. The product is OC1=CC(OC(C1)C1=C(C(=C(C(=C1F)F)F)F)F)=O (5,6-Dihydro-4-hydroxy-6-(pentafluorophenyl)-2H-pyran-2-one), solid. RXN SMILES: [C:1]([O:7][CH3:8])(=[O:6])[CH2:2][C:3]([CH3:5])=[O:4].[H-].[Na+].C([Li])CCC.[F:16][C:17]1[C:22](C=O)=[C:21]([F:25])[C:20]([F:26])=[C:19]([F:27])[C:18]=1[F:28]>CCCCCC.O1CCCC1>[OH:4][C:3]1[CH2:5][CH:8]([C:22]2[C:21]([F:25])=[C:20]([F:26])[C:19]([F:27])=[C:18]([F:28])[C:17]=2[F:16])[O:7][C:1](=[O:6])[CH:2]=1 |f:1.2|. Procedure: The title compound was prepared as described in General Method 1 using 2.5 mL of methyl acetoacetate, 1.0 g of NaH 60% dispersion in oil, 12.5 mL of 2.0M n-butyl lithium in hexane, 3.4 mL of pentafluorobenzaldehyde and 75 mL of tetrahydrofuran. After addition of the aldehyde, the reaction was stirred for 10 minutes at 0° C. then allowed to warm to room temperature overnight. The crude product was triturated from diethyl ether to afford a solid (m.p. 176°-178° C.). 1H NMR (CDCl3) δ 2.89 (dd, 1 H)... Starting materials: C(C#CC)N1C(=NC2=NC(=NC(=C12)Cl)Cl)N1CC(CCC1)NC(OC(C)(C)C)=O (t-butyl [1-[7-(2-butynyl)-2,6-dichloro-7H-purin-8-yl]piperidin-3-yl]carbamate), C(C)(=O)[O-].[Na+] (sodium acetate). Solvent: CS(=O)C (dimethyl sulfoxide). Conditions: temperature 120 celsius, time 3 hour. Yields the product C(C#CC)N1C(=NC=2N=C(NC(C12)=O)Cl)N1CC(CCC1)NC(OC(C)(C)C)=O (t-Butyl [1-[7-(2-butynyl)-2-chloro-6-oxo-6,7-dihydro-1H-purin-8-yl]piperidin-3-yl]carbamate). The yield is 92.7%. As a reaction SMILES: [CH2:1]([N:5]1[C:13]2[C:8](=[N:9][C:10]([Cl:15])=[N:11][C:12]=2Cl)[N:7]=[C:6]1[N:16]1[CH2:21][CH2:20][CH2:19][CH:18]([NH:22][C:23](=[O:29])[O:24][C:25]([CH3:28])([CH3:27])[CH3:26])[CH2:17]1)[C:2]#[C:3][CH3:4].C([O-])(=[O:32])C.[Na+]>CS(C)=O>[CH2:1]([N:5]1[C:13]2[C:12](=[O:32])[NH:11][C:10]([Cl:15])=[N:9][C:8]=2[N:7]=[C:6]1[N:16]1[CH2:21][CH2:20][CH2:19][CH:18]([NH:22][C:23](=[O:29])[O:24][C:25]([CH3:28])([CH3:27])[CH3:26])[CH2:17]1)[C:2]#[C:3][CH3:4] |f:1.2|. Procedure details: A mixture consisting of 1.79 g of t-butyl [1-[7-(2-butynyl)-2,6-dichloro-7H-purin-8-yl]piperidin-3-yl]carbamate, 1.0 g of sodium acetate and 18 ml of dimethyl sulfoxide was stirred in an oil bath at 120° C. for three hours. The mixture was removed from the oil bath, and 18 ml of water was added to the reaction solution. The mixture was cooled to room temperature. The crystals were collected by filtration, and washed with water and then with t-butyl methyl ether. The crystals were then dried to g...